Task: describe an organic reaction: reactants, conditions, products, and yield. Dataset: the Open Reaction Database (ORD), a public repository of structured organic reaction records The reactants are NC1=CC=CC2=C1SC(C2)C (7-Amino-2,3-dihydro-2-methylbenzo[b]thiophene), C(C)(=O)OC(C)=O (acetic anhydride). The solvent is ClCCCC (1-chlorobutane), ClCCCC (1-chlorobutane). Product: C(C)(=O)NC1=CC=CC2=C1SC(C2)C (7-Acetamido-2,3-dihydro-2-methylbenzo[b]thiophene). Reaction SMILES: [NH2:1][C:2]1[C:7]2[S:8][CH:9]([CH3:11])[CH2:10][C:6]=2[CH:5]=[CH:4][CH:3]=1.[C:12](OC(=O)C)(=[O:14])[CH3:13]>ClCCCC>[C:12]([NH:1][C:2]1[C:7]2[S:8][CH:9]([CH3:11])[CH2:10][C:6]=2[CH:5]=[CH:4][CH:3]=1)(=[O:14])[CH3:13]. Procedure: To a solution of 18.0 g of 7-amino-2,3-dihydro-2-methylbenzo[b]thiophene (Example 7) in 100 ml of 1-chlorobutane was added a solution of 13.0 ml of acetic anhydride in 20 ml of 1-chlorobutane. After the exothermic reaction subsided, the mixture was refluxed for 0.3 hour, cooled in an ice-bath and filtered. The isolated solid was washed with 1-chlorobutane to yield 15.2 g of the title compound; m.p. 125°-127° C. Starting materials: CC(C)(C)OC(=O)N[C@@H](C(C1=CC=C(C=C1)F)C1=CC=C(C=C1)F)C(=O)O (N-{[(1,1-dimethylethyl)oxy]carbonyl}-4-fluoro-β-(4-fluorophenyl)-L-phenylalanine), C1(=CC=C(C=C1)S(=O)(=O)O)C.F[C@H]1C[C@H](NC1)C#N ((2S,4S)-4-fluoropyrrolidine-2-carbonitrile para-toluenesulfonic acid), O-(7-Azabenzotriazol-1-yl)-N,N,N,N-tetramethyluronium hexaflurophosphate, CN(C)C=O (DMF), CCN(C(C)C)C(C)C (Hunig's base). The solvent is CC(C)(C)OC (MTBE), O (water). Run at temperature 0 celsius. The product is C(C)(C)(C)OC(N[C@H](C(=O)N1[C@@H](C[C@@H](C1)F)C#N)C(C1=CC=C(C=C1)F)C1=CC=C(C=C1)F)=O (tert-Butyl{(1S)-1-[bis(4-fluorophenyl)methyl]-2-[(2S,4S)-2-cyano-4-fluoro-1-pyrrolidinyl]-2-oxoethyl}carbamate). RXN SMILES: [CH3:1][C:2]([O:5][C:6]([NH:8][C@H:9]([C:25]([OH:27])=O)[CH:10]([C:18]1[CH:23]=[CH:22][C:21]([F:24])=[CH:20][CH:19]=1)[C:11]1[CH:16]=[CH:15][C:14]([F:17])=[CH:13][CH:12]=1)=[O:7])([CH3:4])[CH3:3].C1(C)C=CC(S(O)(=O)=O)=CC=1.[F:39][C@@H:40]1[CH2:44][NH:43][C@H:42]([C:45]#[N:46])[CH2:41]1.CN(C=O)C.CCN(C(C)C)C(C)C>O.CC(OC)(C)C>[C:2]([O:5][C:6](=[O:7])[NH:8][C@@H:9]([CH:10]([C:18]1[CH:19]=[CH:20][C:21]([F:24])=[CH:22][CH:23]=1)[C:11]1[CH:12]=[CH:13][C:14]([F:17])=[CH:15][CH:16]=1)[C:25]([N:43]1[CH2:44][C@@H:40]([F:39])[CH2:41][C@H:42]1[C:45]#[N:46])=[O:27])([CH3:3])([CH3:1])[CH3:4] |f:1.2|. Procedure details: A reactor was charged with N-{[(1,1-dimethylethyl)oxy]carbonyl}-4-fluoro-β-(4-fluorophenyl)-L-phenylalanine (400 g, 1 wt, 1 eq.), (2S,4S)-4-fluoropyrrolidine-2-carbonitrile para-toluenesulfonic acid (307.7 g, 0.77 wt, 1.01 eq.), O-(7-Azabenzotriazol-1-yl)-N,N,N,N-tetramethyluronium hexaflurophosphate [i.e. HATU] (408 g, 1.02 wt, 1.01 equiv.), and DMF (2.8L, 7 vol). The mixture was cooled to approximately 0° C. Hunig's base (376 mL, 0.94 vol, 2.04 equiv.) was added over at least 30 minutes. The m... Starting materials: C=CC(=O)OC(C)(C)C, OCCOCCOCCO, C1CCOC1, Cl, [Na]. Yields the product CC(C)(C)OC(=O)CCOCCOCCOCCO. Reaction SMILES: [C:12]([CH:13]=[CH2:14])(=[O:15])[O:16][C:17]([CH3:18])([CH3:19])[CH3:20].[CH2:1]([CH2:2][O:3][CH2:4][CH2:5][O:6][CH2:7][CH2:8][OH:9])[OH:10].[CH2:22]1[O:23][CH2:24][CH2:25][CH2:26]1.[ClH:21].[Na:11]>>[CH2:1]([CH2:2][O:3][CH2:4][CH2:5][O:6][CH2:7][CH2:8][O:9][CH2:14][CH2:13][C:12](=[O:15])[O:16][C:17]([CH3:18])([CH3:19])[CH3:20])[OH:10]. RXN SMILES: [CH3:11][c:12]1[cH:13][cH:14][c:15]([S:18](=[O:19])(=[O:20])[Cl:21])[cH:16][cH:17]1.[CH3:1][C:2]1([O:5][CH2:6][CH2:7][OH:8])[CH2:3][CH2:4]1.[Cl:27][CH2:28][Cl:29].[Na+:10].[O:22]1[CH2:23][CH2:24][CH2:25][CH2:26]1.[OH-:9]>>[CH3:1][C:2]1([O:5][CH2:6][CH2:7][O:8][S:18]([c:15]2[cH:14][cH:13][c:12]([CH3:11])[cH:17][cH:16]2)(=[O:19])=[O:20])[CH2:3][CH2:4]1. The reactants are Cc1ccc(S(=O)(=O)Cl)cc1, CC1(OCCO)CC1, ClCCl, [Na+], C1CCOC1, [OH-]. Yields the product Cc1ccc(S(=O)(=O)OCCOC2(C)CC2)cc1.